describe an organic reaction: reactants, conditions, products, and yield From a dataset of the Open Reaction Database (ORD), a public repository of structured organic reaction records. Starting materials: O (water), C1(C=2C(C(N1CCCCCN(CCN(CC(C)(SC(C1=CC=CC=C1)(C1=CC=CC=C1)C1=CC=CC=C1)C)C(=O)OC(C)(C)C)CC(C)(C)SC(C1=CC=CC=C1)(C1=CC=CC=C1)C1=CC=CC=C1)=O)=CC=CC2)=O (9-phthalimido-N1 -(t-butoxycarbonyl)-N1, N4 -bis[2-methyl-2-(triphenylmethylthio)propyl ]-1,4-diazanonane), C(C)O (ethanol), O (water), O.NN (Hydrazine hydrate). The solvent is C1CCOC1 (THF). Product: C(C)(C)(C)OC(=O)N(CCN(CCCCCN)CC(C)(C)SC(C1=CC=CC=C1)(C1=CC=CC=C1)C1=CC=CC=C1)CC(C)(SC(C1=CC=CC=C1)(C1=CC=CC=C1)C1=CC=CC=C1)C (N1 -(t-butoxycarbonyl)-N1,N4 -bis [2-methyl-2-(triphenylmethylthio)propyl ]-1,4,10-triazadecane). Isolated yield 68.0%. As a reaction SMILES: C1(=O)[N:5]([CH2:6][CH2:7][CH2:8][CH2:9][CH2:10][N:11]([CH2:46][C:47]([S:50][C:51]([C:64]2[CH:69]=[CH:68][CH:67]=[CH:66][CH:65]=2)([C:58]2[CH:63]=[CH:62][CH:61]=[CH:60][CH:59]=2)[C:52]2[CH:57]=[CH:56][CH:55]=[CH:54][CH:53]=2)([CH3:49])[CH3:48])[CH2:12][CH2:13][N:14]([C:39]([O:41][C:42]([CH3:45])([CH3:44])[CH3:43])=[O:40])[CH2:15][C:16]([CH3:38])([S:18][C:19]([C:32]2[CH:37]=[CH:36][CH:35]=[CH:34][CH:33]=2)([C:26]2[CH:31]=[CH:30][CH:29]=[CH:28][CH:27]=2)[C:20]2[CH:25]=[CH:24][CH:23]=[CH:22][CH:21]=2)[CH3:17])C(=O)C2=CC=CC=C12.C(O)C.O.O.NN>C1COCC1>[C:42]([O:41][C:39]([N:14]([CH2:15][C:16]([CH3:38])([S:18][C:19]([C:20]1[CH:21]=[CH:22][CH:23]=[CH:24][CH:25]=1)([C:26]1[CH:31]=[CH:30][CH:29]=[CH:28][CH:27]=1)[C:32]1[CH:37]=[CH:36][CH:35]=[CH:34][CH:33]=1)[CH3:17])[CH2:13][CH2:12][N:11]([CH2:46][C:47]([S:50][C:51]([C:64]1[CH:65]=[CH:66][CH:67]=[CH:68][CH:69]=1)([C:58]1[CH:59]=[CH:60][CH:61]=[CH:62][CH:63]=1)[C:52]1[CH:53]=[CH:54][CH:55]=[CH:56][CH:57]=1)([CH3:49])[CH3:48])[CH2:10][CH2:9][CH2:8][CH2:7][CH2:6][NH2:5])=[O:40])([CH3:43])([CH3:44])[CH3:45] |f:3.4|. Procedure details: A 250 mL single-necked round-bottomed flask, equipped with stir bar and reflux condenser, was charged with 9-phthalimido-N1 -(t-butoxycarbonyl)-N1, N4 -bis[2-methyl-2-(triphenylmethylthio)propyl ]-1,4-diazanonane (5.50 g, 5.319.43 mmol) in 25 mL of THF. To this was added 100 mL ethanol and 5 mL water. The addition of water caused the starting material to precipitate out of solution. Hydrazine hydrate (1.2 mL, 24.7 mmol, 466 mole %) was added, and the reaction heated at reflux for two days. The r... The reactants are [OH-].[Na+] (NaOH), C(C1=CC=C(C=C1)OC)=O (p-anisaldehyde), C(C)(=O)C1=CC=CC=C1 (acetophenone). Solvent: CCO (EtOH), O (water). Product: COC1=CC=C(C(C=CC2=CC=CC=C2)=O)C=C1 (4'-methoxychalcone). The yield is 56.0%. Reaction SMILES: [OH-].[Na+].[CH:3](=[O:12])[C:4]1[CH:9]=[CH:8][C:7]([O:10][CH3:11])=[CH:6][CH:5]=1.[C:13]([C:16]1[CH:21]=[CH:20][CH:19]=[CH:18][CH:17]=1)(=O)[CH3:14]>CCO.O>[CH3:11][O:10][C:7]1[CH:8]=[CH:9][C:4]([C:3](=[O:12])[CH:14]=[CH:13][C:16]2[CH:21]=[CH:20][CH:19]=[CH:18][CH:17]=2)=[CH:5][CH:6]=1 |f:0.1|. Procedure details: Step A Add 10% aqueous NaOH (38 mL) to a solution of p-anisaldehyde (25 mL, 0.206 mol) and acetophenone (23.97 mL, 0.206 mol) in EtOH (500 mL). Stir the mixture at room temperature over night. Dilute the mixture with water and extract with ether. Combine the ethereal extracts, wash with water and brine, dry over Na2SO4 and concentrate to a solid. Recrystallize the solid from ether/hexanes to provide 27.51 g (56%) of 4'-methoxychalcone, mp 72°-74° C. The reactants are CCN(C(C)C)C(C)C, O=C(Cl)CCl, Cc1nc2ccccc2n1C1CC2CCC(C1)N2CCC1(c2cccc(F)c2)CCN(C(=O)C(C)(C)N)CC1. Yields the product Cc1nc2ccccc2n1C1CC2CCC(C1)N2CCC1(c2cccc(F)c2)CCN(C(=O)C(C)(C)NC(=O)CCl)CC1. As a reaction SMILES: [CH:45]([N:46]([CH2:47][CH3:48])[CH:49]([CH3:50])[CH3:51])([CH3:52])[CH3:53].[Cl:40][CH2:41][C:42](=[O:43])[Cl:44].[NH2:1][C:2]([C:3](=[O:4])[N:5]1[CH2:6][CH2:7][C:8]([CH2:11][CH2:12][N:13]2[CH:14]3[CH2:15][CH:16]([n:21]4[c:22]([CH3:30])[n:23][c:24]5[c:25]4[cH:26][cH:27][cH:28][cH:29]5)[CH2:17][CH:18]2[CH2:19][CH2:20]3)([c:31]2[cH:32][c:33]([F:37])[cH:34][cH:35][cH:36]2)[CH2:9][CH2:10]1)([CH3:38])[CH3:39]>>[NH:1]([C:2]([C:3](=[O:4])[N:5]1[CH2:6][CH2:7][C:8]([CH2:11][CH2:12][N:13]2[CH:14]3[CH2:15][CH:16]([n:21]4[c:22]([CH3:30])[n:23][c:24]5[c:25]4[cH:26][cH:27][cH:28][cH:29]5)[CH2:17][CH:18]2[CH2:19][CH2:20]3)([c:31]2[cH:32][c:33]([F:37])[cH:34][cH:35][cH:36]2)[CH2:9][CH2:10]1)([CH3:38])[CH3:39])[C:42]([CH2:41][Cl:40])=[O:43]. The reactants are [C-]#N.[Na+] (sodium cyanide), [AlH4-].[Li+] (lithium tetrahydroaluminate), ClC=1C=CC(=C(C(=O)OC)C1)OC (methyl 5-chloro-2-methoxybenzoate), S(=O)(Cl)Cl (thionyl chloride). The solvent is CS(=O)C (dimethyl sulphoxide), O (water), ClCCl (dichloromethane), CCOCC (ether), O (water). Product: ClC=1C=CC(=C(C1)CC#N)OC ((5-Chloro-2-methoxy-phenyl)acetonitrile). Yield: 91.0%. RXN SMILES: [Cl:1][C:2]1[CH:3]=[CH:4][C:5]([O:12][CH3:13])=[C:6]([CH:11]=1)[C:7](OC)=O.[AlH4-].[Li+].S(Cl)(Cl)=O.[C-:20]#[N:21].[Na+]>CCOCC.O.CS(C)=O.ClCCl>[Cl:1][C:2]1[CH:3]=[CH:4][C:5]([O:12][CH3:13])=[C:6]([CH2:7][C:20]#[N:21])[CH:11]=1 |f:1.2,4.5|. Procedure details: To a solution of methyl 5-chloro-2-methoxybenzoate (25.4 g, 127 mmol) in ether (200 ml), cooled in an ice water bath, was added dropwise lithium tetrahydroaluminate (1 M in diethyl ether, 110 ml, 110 mmol). After 2 hours the reaction was quenched with water and then acidified to pH 3 with hydrochloric acid (6 M aqueous solution). The layers were separated and the organic layer dried over magnesium sulfate, filtered and concentrated in vacuo to give a white solid. The solid was dissolved dichloro... Reactants: Cl.ClC1=CC=C(C=C1)NN (4-chlorophenylhydrazine hydrochloride), CCN=C=NCCCN(C)C (EDCI), C(C)OC(CCCNC)OCC (4,4-diethoxy-N-methylbutan-1-amine), ClC=1C=C2C(=CN(C2=CC1)CC(=O)OCC)CCNC (ethyl 2-(5-chloro-3-(2-(methylamino)ethyl)-1H-indol-1-yl)acetate), ClC=1C=C2C3=C(N(C2=CC1)CC(=O)O)CN(CC3)C (2-(6-chloro-1,2,3,4-tetrahydro-2-methylpyrido[3,4-b]indol-9-yl)acetic acid), CN1C(CNCC1)(C)C (1,2,2-trimethylpiperazine), C(=O)(C(F)(F)F)O (TFA), BrCC(=O)OCC (ethyl bromoacetate), ClC1=CC=C(C=C1)N(N)CC(=O)OCC (ethyl 2-(1-(4-chlorophenyl)hydrazinyl)acetate), C=O (formaldehyde). The solvent is C(C)N(CC)CC (triethylamine), ClC=1C=C2C3=C(N(C2=CC1)CC(=O)OCC)CN(CC3)C (ethyl 2-(6-chloro-1,2,3,4-tetrahydro-2-methylpyrido[3,4-b]indol-9-yl)acetate), [OH-].[Na+] (NaOH), C(C)#N (acetonitrile). Product: ClC=1C=C2C3=C(N(C2=CC1)CC(=O)N1CC(N(CC1)C)(C)C)CN(CC3)C (2-(6-chloro-1,2,3,4-tetrahydro-2-methylpyrido[3,4-b]indol-9-yl)-1-(3,3,4-trimethylpiperazin-1-yl)ethanone). As a reaction SMILES: Cl.[Cl:2][C:3]1[CH:8]=[CH:7][C:6]([NH:9]N)=[CH:5][CH:4]=1.BrCC([O:15][CH2:16][CH3:17])=O.Cl[C:19]1[CH:24]=C[C:22]([N:25]([CH2:27]C(OCC)=O)N)=[CH:21][CH:20]=1.C(OC(OCC)CCCNC)C.ClC1C=C2C(=CC=1)N(CC(OCC)=O)C=C2CCNC.C=O.C(O)(C(F)(F)F)=O.ClC1C=[C:77]2[C:81](=[CH:82]C=1)[N:80]([CH2:84]C(O)=O)[C:79]1[CH2:88][N:89]([CH3:92])CCC2=1.CN1CCNCC1(C)C.CCN=C=NCCCN(C)C>C(#N)C.ClC1C=C2C(=CC=1)N(CC(OCC)=O)C1CN(C)CCC2=1.[OH-].[Na+].C(N(CC)CC)C>[Cl:2][C:3]1[CH:8]=[C:7]2[C:6](=[CH:5][CH:4]=1)[N:9]([CH2:17][C:16]([N:89]1[CH2:88][CH2:79][N:80]([CH3:84])[C:81]([CH3:77])([CH3:82])[CH2:92]1)=[O:15])[C:21]1[CH2:22][N:25]([CH3:27])[CH2:24][CH2:19][C:20]2=1 |f:0.1,13.14|. Procedure details: The title compound is prepared by following General Methods 1, 3, 4, 5 and 7 by using 4-chlorophenylhydrazine hydrochloride, ethyl bromoacetate, and triethylamine (General Method 1), ethyl 2-(1-(4-chlorophenyl)hydrazinyl)acetate and 4,4-diethoxy-N-methylbutan-1-amine (General Method 3), ethyl 2-(5-chloro-3-(2-(methylamino)ethyl)-1H-indol-1-yl)acetate, formaldehyde and TFA in acetonitrile (General Method 4), ethyl 2-(6-chloro-1,2,3,4-tetrahydro-2-methylpyrido[3,4-b]indol-9-yl)acetate and NaOH (Ge... Reactants: C(C1=CC=CC=C1)C=1N=CNC1 (4-benzyl-1H-imidazole), [N+](=O)(O)[O-] (nitric acid). The product is [N+](=O)([O-])C1=CC=C(CC=2N=CNC2)C=C1 (4-(4-nitro-benzyl)-1H-imidazole). As a reaction SMILES: [CH2:1]([C:8]1[N:9]=[CH:10][NH:11][CH:12]=1)[C:2]1[CH:7]=[CH:6][CH:5]=[CH:4][CH:3]=1.[N+:13]([O-])([OH:15])=[O:14]>>[N+:13]([C:5]1[CH:4]=[CH:3][C:2]([CH2:1][C:8]2[N:9]=[CH:10][NH:11][CH:12]=2)=[CH:7][CH:6]=1)([O-:15])=[O:14]. Reported procedure: Prepared according to Arch. Pharm. 1975, 308, 755-759 by reacting 4-benzyl-1H-imidazole in fuming 100% nitric acid at -10 to -5° C. (30 minutes). Reactants: O (water), BrC1=NC(=CC(=C1)C)C#N (2-bromo-6-cyano-4-methylpyridine), CN1N=C(C=C1O)C(F)(F)F (1-methyl-3-trifluoromethyl-5-hydroxypyrazole), C([O-])([O-])=O.[K+].[K+] (potassium carbonate). The solvent is CN(C=O)C (N,N-dimethylformamide). Yields the product CN1N=C(C=C1OC1=NC(=CC(=C1)C)C#N)C(F)(F)F (2-(1'-methyl-3'-trifluoromethylpyrazol-5-yloxy)-6-cyano-4-methylpyridine). The yield is 74.4%. As a reaction SMILES: Br[C:2]1[CH:7]=[C:6]([CH3:8])[CH:5]=[C:4]([C:9]#[N:10])[N:3]=1.[CH3:11][N:12]1[C:16]([OH:17])=[CH:15][C:14]([C:18]([F:21])([F:20])[F:19])=[N:13]1.C(=O)([O-])[O-].[K+].[K+].O>CN(C)C=O>[CH3:11][N:12]1[C:16]([O:17][C:2]2[CH:7]=[C:6]([CH3:8])[CH:5]=[C:4]([C:9]#[N:10])[N:3]=2)=[CH:15][C:14]([C:18]([F:19])([F:20])[F:21])=[N:13]1 |f:2.3.4|. Procedure details: 7.6 g 2-bromo-6-cyano-4-methylpyridine, 9 g 1-methyl-3-trifluoromethyl-5-hydroxypyrazole and 9.7 g potassium carbonate were mixed in 30 ml N,N-dimethylformamide and heated to reflux for 5 hours. After cooling, the reaction mixture was poured into 300 ml water and the aqueous layer extracted three times each with 100 ml ethyl acetate. The combined extracts were dried with anhydrous magnesium sulphate and the solvent removed in vacuo. Purification by silica gel column chromatography using hexane/e... The reactants are O[C@H](C(=O)O)[C@@H](C(=O)O)O ((2S,3S)-2,3-dihydroxysuccinic acid), NCCOCCOCCOCCNS(=O)(=O)C1=CC(=CC=C1)C1CN(CC2=C(C=C(C=C12)Cl)Cl)C (N-(2-(2-(2-(2-aminoethoxy)ethoxy)ethoxy)ethyl)-3-(6,8-dichloro-2-methyl-1,2,3,4-tetrahydroisoquinolin-4-yl)benzenesulfonamide), NCCOCCOCCOCCNS(=O)(=O)C1=CC(=CC=C1)C1CN(CC2=C(C=C(C=C12)Cl)Cl)C (N-(2-(2-(2-(2-aminoethoxy)ethoxy)ethoxy)ethyl)-3-(6,8-dichloro-2-methyl-1,2,3,4-tetrahydroisoquinolin-4-yl)benzenesulfonamide). Yields the product ClC=1C=C2C(CN(CC2=C(C1)Cl)C)C=1C=C(C=CC1)S(=O)(=O)NCCOCCOCCOCCNC([C@H]([C@@H](C(=O)NCCOCCOCCOCCNS(=O)(=O)C1=CC(=CC=C1)C1CN(CC2=C(C=C(C=C12)Cl)Cl)C)O)O)=O ((2S,3S)-N1,N4-bis(2-(2-(2-(2-(3-(6,8-dichloro-2-methyl-1,2,3,4-tetrahydroisoquinolin-4-yl)phenylsulfonamido)ethoxy)ethoxy)ethoxy)ethyl)-2,3-dihydroxysuccinamide). Isolated yield 32.1%. RXN SMILES: [OH:1][C@@H:2]([C@H:6]([OH:10])[C:7]([OH:9])=O)[C:3]([OH:5])=O.[NH2:11][CH2:12][CH2:13][O:14][CH2:15][CH2:16][O:17][CH2:18][CH2:19][O:20][CH2:21][CH2:22][NH:23][S:24]([C:27]1[CH:32]=[CH:31][CH:30]=[C:29]([CH:33]2[C:42]3[C:37](=[C:38]([Cl:44])[CH:39]=[C:40]([Cl:43])[CH:41]=3)[CH2:36][N:35]([CH3:45])[CH2:34]2)[CH:28]=1)(=[O:26])=[O:25]>>[Cl:43][C:40]1[CH:41]=[C:42]2[C:37](=[C:38]([Cl:44])[CH:39]=1)[CH2:36][N:35]([CH3:45])[CH2:34][CH:33]2[C:29]1[CH:28]=[C:27]([S:24]([NH:23][CH2:22][CH2:21][O:20][CH2:19][CH2:18][O:17][CH2:16][CH2:15][O:14][CH2:13][CH2:12][NH:11][C:3](=[O:5])[C@@H:2]([OH:1])[C@H:6]([OH:10])[C:7]([NH:11][CH2:12][CH2:13][O:14][CH2:15][CH2:16][O:17][CH2:18][CH2:19][O:20][CH2:21][CH2:22][NH:23][S:24]([C:27]2[CH:32]=[CH:31][CH:30]=[C:29]([CH:33]3[C:42]4[C:37](=[C:38]([Cl:44])[CH:39]=[C:40]([Cl:43])[CH:41]=4)[CH2:36][N:35]([CH3:45])[CH2:34]3)[CH:28]=2)(=[O:26])=[O:25])=[O:9])(=[O:26])=[O:25])[CH:32]=[CH:31][CH:30]=1. Procedure: Compound 222 was prepared following the procedure outlined in Example 215 using (2S,3S)-2,3-dihydroxysuccinic acid (15.5 mg, 0.103 mmol) and N-(2-(2-(2-(2-aminoethoxy)ethoxy)ethoxy)ethyl)-3-(6,8-dichloro-2-methyl-1,2,3,4-tetrahydroisoquinolin-4-yl)benzenesulfonamide (Compound 28, 112 mg, 0.206 mmol). Purification by preparative HPLC gave the title compound (39.9 mg) as a TFA salt. 1H-NMR (400 MHz, CD3OD): δ 7.87 (d, 2H), 7.77 (s, 2H), 7.63 (t, 2H), 7.54-7.50 (m, 4H), 6.82 (s, 2H), 4.34 (s, 2H), ... The reactants are CC(C)(C)P(c1ccccc1-c1ccccc1)C(C)(C)C, C1CCOC1, N#CC1(c2cccc(Sc3ccc4c(Cl)cc5nncn5c4c3)c2)CCOCC1, [F-], [K+], O=C(C=Cc1ccccc1)C=Cc1ccccc1, O=C(C=Cc1ccccc1)C=Cc1ccccc1, O=C(C=Cc1ccccc1)C=Cc1ccccc1, [Pd], [Pd], Cc1cccc(B(O)O)c1. Reaction SMILES: [C:42]([P:43]([C:44]([CH3:45])([CH3:46])[CH3:47])[c:48]1[cH:49][cH:50][cH:51][cH:52][c:53]1-[c:54]1[cH:55][cH:56][cH:57][cH:58][cH:59]1)([CH3:60])([CH3:61])[CH3:62].[CH2:63]1[O:64][CH2:65][CH2:66][CH2:67]1.[Cl:1][c:2]1[cH:3][c:4]2[n:5]([c:6]3[cH:7][c:8]([S:12][c:13]4[cH:14][c:15]([C:19]5([C:25]#[N:26])[CH2:20][CH2:21][O:22][CH2:23][CH2:24]5)[cH:16][cH:17][cH:18]4)[cH:9][cH:10][c:11]13)[cH:27][n:28][n:29]2.[F-:40].[K+:41].[O:106]=[C:107]([CH:108]=[CH:109][c:110]1[cH:111][cH:112][cH:113][cH:114][cH:115]1)[CH:116]=[CH:117][c:118]1[cH:119][cH:120][cH:121][cH:122][cH:123]1.[O:70]=[C:71]([CH:72]=[CH:73][c:74]1[cH:75][cH:76][cH:77][cH:78][cH:79]1)[CH:80]=[CH:81][c:82]1[cH:83][cH:84][cH:85][cH:86][cH:87]1.[O:88]=[C:89]([CH:90]=[CH:91][c:92]1[cH:93][cH:94][cH:95][cH:96][cH:97]1)[CH:98]=[CH:99][c:100]1[cH:101][cH:102][cH:103][cH:104][cH:105]1.[Pd:68].[Pd:69].[c:30]1([CH3:39])[cH:31][c:32]([B:36]([OH:37])[OH:38])[cH:33][cH:34][cH:35]1>>[c:2]1(-[c:32]2[cH:31][c:30]([CH3:39])[cH:35][cH:34][cH:33]2)[cH:3][c:4]2[n:5]([c:6]3[cH:7][c:8]([S:12][c:13]4[cH:14][c:15]([C:19]5([C:25]#[N:26])[CH2:20][CH2:21][O:22][CH2:23][CH2:24]5)[cH:16][cH:17][cH:18]4)[cH:9][cH:10][c:11]13)[cH:27][n:28][n:29]2. Product: Cc1cccc(-c2cc3nncn3c3cc(Sc4cccc(C5(C#N)CCOCC5)c4)ccc23)c1. The reactants are COC(CC=1C(=NN(C1C)CC1=CC=C(C=C1)[N+](=O)[O-])C)=O ([3,5-dimethyl-1-(4-nitro-benzyl)-1H-pyrazol-4-yl]-acetic acid methyl ester), C(C)(C)(C)OC(CC=1C(=NNC1CC)CC)=O ((3,5-diethyl-1H-pyrazol-4-yl)-acetic acid tert-butyl ester). The product is C(C)(C)(C)OC(CC=1C(=NN(C1CC)CC1=CC=C(C=C1)[N+](=O)[O-])CC)=O ([3,5-Diethyl-1-(4-nitro-benzyl)-1H-pyrazol-4-yl]-acetic acid tert-butyl ester). Reaction SMILES: COC(=O)CC1C(C)=NN([CH2:11][C:12]2[CH:17]=[CH:16][C:15]([N+:18]([O-:20])=[O:19])=[CH:14][CH:13]=2)C=1C.[C:23]([O:27][C:28](=[O:39])[CH2:29][C:30]1[C:31]([CH2:37][CH3:38])=[N:32][NH:33][C:34]=1[CH2:35][CH3:36])([CH3:26])([CH3:25])[CH3:24]>>[C:23]([O:27][C:28](=[O:39])[CH2:29][C:30]1[C:34]([CH2:35][CH3:36])=[N:33][N:32]([CH2:11][C:12]2[CH:17]=[CH:16][C:15]([N+:18]([O-:20])=[O:19])=[CH:14][CH:13]=2)[C:31]=1[CH2:37][CH3:38])([CH3:25])([CH3:26])[CH3:24]. Reported procedure: [3,5-Diethyl-1-(4-nitro-benzyl)-1H-pyrazol-4-yl]-acetic acid tert-butyl ester was prepared according to the preparation of intermediate 1.1.2, using in the alkylation reaction (3,5-diethyl-1H-pyrazol-4-yl)-acetic acid tert-butyl ester (preparation according to WO2007/141267) instead of (3,5-dimethyl-1H-pyrazol-4-yl)-acetic acid methyl ester.